This data is from the Open Reaction Database (ORD), a public repository of structured organic reaction records. The task is: describe an organic reaction: reactants, conditions, products, and yield Starting materials: N(N)C(C(=O)OCC)=O (Ethyl hydrazino(oxo)acetate), CN(C=1C=CC=C2C=C(NC12)C(=O)O)S(=O)(=O)C=1SC=CC1 (7-[methyl(2-thienylsulfonyl)amino]-1H-indole-2-carboxylic acid), N1(N=NC2=C1C=CC=C2)O (1H-1,2,3-benzotriazol-1-ol), Cl.CN(CCCN=C=NCC)C (N-[3-(dimethylamino)propyl]-N′-ethylcarbodiimide hydrochloride). The solvent is O (Water), CN(C=O)C (N,N-dimethylformamide). Reaction conditions: time 10 minute. Yields the product CN(C=1C=CC=C2C=C(NC12)C(=O)NNC(C(=O)OCC)=O)S(=O)(=O)C=1SC=CC1 (ethyl [2-({7-[methyl(2-thienylsulfonyl)amino]-1H-indol-2-yl}carbonyl)hydrazino](oxo)acetate). Isolated yield 64.2%. RXN SMILES: [CH3:1][N:2]([S:15]([C:18]1[S:19][CH:20]=[CH:21][CH:22]=1)(=[O:17])=[O:16])[C:3]1[CH:4]=[CH:5][CH:6]=[C:7]2[C:11]=1[NH:10][C:9]([C:12](O)=[O:13])=[CH:8]2.N1(O)C2C=CC=CC=2N=N1.Cl.CN(C)CCCN=C=NCC.[NH:45]([C:47](=[O:53])[C:48]([O:50][CH2:51][CH3:52])=[O:49])[NH2:46]>O.CN(C)C=O>[CH3:1][N:2]([S:15]([C:18]1[S:19][CH:20]=[CH:21][CH:22]=1)(=[O:16])=[O:17])[C:3]1[CH:4]=[CH:5][CH:6]=[C:7]2[C:11]=1[NH:10][C:9]([C:12]([NH:46][NH:45][C:47](=[O:53])[C:48]([O:50][CH2:51][CH3:52])=[O:49])=[O:13])=[CH:8]2 |f:2.3|. Reported procedure: To a mixture of 7-[methyl(2-thienylsulfonyl)amino]-1H-indole-2-carboxylic acid (0.50 g), 1H-1,2,3-benzotriazol-1-ol (0.24 g) and N,N-dimethylformamide (10 ml) was added N-[3-(dimethylamino)propyl]-N′-ethylcarbodiimide hydrochloride (0.30 g) at room temperature, and the mixture was stirred for 10 min. Ethyl hydrazino(oxo)acetate (0.33 g) was added, and the reaction mixture was stirred at room temperature for 2 hr. Water was added, and the mixture was extracted with ethyl acetate. The ethyl acetat... Reactants: ClC1=CC(=C(N1)C(=O)N)C1=CC=C(C=C1)N (5-chloro-3-(4-aminophenyl)-1H-pyrrole-2-carboxamide), FC1=C(C=C(C=C1)C(F)(F)F)N=C=O (2-fluoro-5-trifluoromethylphenyl isocyanate). Run in O1CCCC1 (tetrahydrofuran). Conditions: temperature 20 celsius, time 2 hour. Product: ClC1=CC(=C(N1)C(=O)N)C1=CC=C(C=C1)NC(=O)NC1=C(C=CC(=C1)C(F)(F)F)F (5-chloro-3-{4-[3-(2-fluoro-5-trifluoromethylphenyl)ureido]-phenyl}-1H-pyrrole-2-carboxamide). Isolated yield 74.0%. Reaction SMILES: [Cl:1][C:2]1[NH:6][C:5]([C:7]([NH2:9])=[O:8])=[C:4]([C:10]2[CH:15]=[CH:14][C:13]([NH2:16])=[CH:12][CH:11]=2)[CH:3]=1.[F:17][C:18]1[CH:23]=[CH:22][C:21]([C:24]([F:27])([F:26])[F:25])=[CH:20][C:19]=1[N:28]=[C:29]=[O:30]>O1CCCC1>[Cl:1][C:2]1[NH:6][C:5]([C:7]([NH2:9])=[O:8])=[C:4]([C:10]2[CH:15]=[CH:14][C:13]([NH:16][C:29]([NH:28][C:19]3[CH:20]=[C:21]([C:24]([F:25])([F:27])[F:26])[CH:22]=[CH:23][C:18]=3[F:17])=[O:30])=[CH:12][CH:11]=2)[CH:3]=1. Procedure: To 0.055 g (0.233 mmol) of 5-chloro-3-(4-aminophenyl)-1H-pyrrole-2-carboxamide dissolved in 5 cm3 of tetrahydrofuran is added, at a temperature in the region of 20° C. under an argon atmosphere, 0.035 cm3 (0.245 mmol) of 2-fluoro-5-trifluoromethylphenyl isocyanate. After stirring for 2 hours at a temperature in the region of 20° C., the reaction mixture is concentrated to dryness under reduced pressure (2.7 kPa) to give a residue, which is recrystallized from 4 cm3 of acetonitrile. After filteri...